Task: describe an organic reaction: reactants, conditions, products, and yield. Dataset: the Open Reaction Database (ORD), a public repository of structured organic reaction records The reactants are BrC(Br)(Br)Br, CCN(C(C)C)C(C)C, ClCCl, Cl, CCOC(=O)C1CNC1, [Na+], O, O=C([O-])O, OCc1cc(-c2noc(-c3cc(-c4ccccc4)c(C(F)(F)F)s3)n2)co1, c1ccc(P(c2ccccc2)c2ccccc2)cc1. Product: CCOC(=O)C1CN(Cc2cc(-c3noc(-c4cc(-c5ccccc5)c(C(F)(F)F)s4)n3)co2)C1. Reaction SMILES: [C:28]([Br:29])([Br:30])([Br:31])[Br:32].[CH:62]([N:63]([CH2:64][CH3:65])[CH:66]([CH3:67])[CH3:68])([CH3:69])[CH3:70].[Cl:76][CH2:77][Cl:78].[ClH:52].[NH:53]1[CH2:54][CH:55]([C:57](=[O:58])[O:59][CH2:60][CH3:61])[CH2:56]1.[Na+:71].[OH2:79].[OH:72][C:73](=[O:74])[O-:75].[c:1]1(-[c:7]2[cH:8][c:9](-[c:16]3[n:17][c:18](-[c:21]4[cH:22][c:23]([CH2:26][OH:27])[o:24][cH:25]4)[n:19][o:20]3)[s:10][c:11]2[C:12]([F:13])([F:14])[F:15])[cH:2][cH:3][cH:4][cH:5][cH:6]1.[c:33]1([P:34]([c:35]2[cH:36][cH:37][cH:38][cH:39][cH:40]2)[c:41]2[cH:42][cH:43][cH:44][cH:45][cH:46]2)[cH:47][cH:48][cH:49][cH:50][cH:51]1>>[c:1]1(-[c:7]2[cH:8][c:9](-[c:16]3[n:17][c:18](-[c:21]4[cH:22][c:23]([CH2:26][N:53]5[CH2:54][CH:55]([C:57](=[O:58])[O:59][CH2:60][CH3:61])[CH2:56]5)[o:24][cH:25]4)[n:19][o:20]3)[s:10][c:11]2[C:12]([F:13])([F:14])[F:15])[cH:2][cH:3][cH:4][cH:5][cH:6]1. Reactants: ClCCl, CC(=O)Cl, CCOC(C)=O, CCN(C(C)C)C(C)C, C[Si](C)(C)CCN1C(=O)CN(c2ccc(CC3CCCCC3N)cc2OCc2ccccc2)S1(=O)=O. Yields the product CC(=O)NC1CCCCC1Cc1ccc(N2CC(=O)N(CC[Si](C)(C)C)S2(=O)=O)c(OCc2ccccc2)c1. As a reaction SMILES: [CH2:56]([Cl:57])[Cl:58].[CH3:46][C:47]([Cl:48])=[O:49].[CH3:50][CH2:51][O:52][C:53](=[O:54])[CH3:55].[CH:37]([N:38]([CH:39]([CH3:40])[CH3:41])[CH2:42][CH3:43])([CH3:44])[CH3:45].[NH2:1][CH:2]1[CH:3]([CH2:8][c:9]2[cH:10][c:11]([O:29][CH2:30][c:31]3[cH:32][cH:33][cH:34][cH:35][cH:36]3)[c:12]([N:15]3[CH2:16][C:17](=[O:28])[N:18]([CH2:22][CH2:23][Si:24]([CH3:25])([CH3:26])[CH3:27])[S:19]3(=[O:20])=[O:21])[cH:13][cH:14]2)[CH2:4][CH2:5][CH2:6][CH2:7]1>>[NH:1]([CH:2]1[CH:3]([CH2:8][c:9]2[cH:10][c:11]([O:29][CH2:30][c:31]3[cH:32][cH:33][cH:34][cH:35][cH:36]3)[c:12]([N:15]3[CH2:16][C:17](=[O:28])[N:18]([CH2:22][CH2:23][Si:24]([CH3:25])([CH3:26])[CH3:27])[S:19]3(=[O:20])=[O:21])[cH:13][cH:14]2)[CH2:4][CH2:5][CH2:6][CH2:7]1)[C:47]([CH3:46])=[O:49].